describe an organic reaction: reactants, conditions, products, and yield From a dataset of the Open Reaction Database (ORD), a public repository of structured organic reaction records. The reactants are BrC=1C=C(C=NC1)OC[C@H]1N(CCC1)C (5-bromo-3-((1-methyl-2-(S)-pyrrolidinyl)methoxy)pyridine), C(CCC)[Mg]Cl (n-butylmagnesium chloride), Ni(dppp)Cl. The solvent is CCOCC (ether). Run at temperature 0 celsius, time 5 hour. The product is Cl.Cl.C(CCC)C=1C=C(C=NC1)OC[C@H]1N(CCC1)C (5-n-butyl-3-((1-methyl-2-(S)-pyrrolidinyl)methoxy)pyridine dihydrochloride). RXN SMILES: Br[C:2]1[CH:3]=[C:4]([O:8][CH2:9][C@@H:10]2[CH2:14][CH2:13][CH2:12][N:11]2[CH3:15])[CH:5]=[N:6][CH:7]=1.[CH2:16]([Mg][Cl:21])[CH2:17][CH2:18][CH3:19]>CCOCC>[ClH:21].[ClH:21].[CH2:16]([C:2]1[CH:3]=[C:4]([O:8][CH2:9][C@@H:10]2[CH2:14][CH2:13][CH2:12][N:11]2[CH3:15])[CH:5]=[N:6][CH:7]=1)[CH2:17][CH2:18][CH3:19] |f:3.4.5|. Reported procedure: To a 1.08 g (4 mmol) sample of 5-bromo-3-((1-methyl-2-(S)-pyrrolidinyl)methoxy)pyridine, prepared as in Example 56a above, dissolved in 40 mL of dry ether and cooled to 0° C. was added 6.0 mL of n-butylmagnesium chloride and 13.0 mg of Ni(dppp)Cl, and the reaction mixture was stirred for 5 hours at room temperature. The reaction was quenched by addition of satd NH4Cl, and the mixture was extracted with chloroform. The solvent was dried over MgSO4 and removed under vacuum, and the residue was pur... The reactants are Oc1ccc(Br)cc1Cc1ccccc1, CC(C)=O, ClCCl, CI, [K+], [K+], O=C([O-])[O-], O. The product is COc1ccc(Br)cc1Cc1ccccc1. As a reaction SMILES: [CH2:3]([c:4]1[cH:5][cH:6][cH:7][cH:8][cH:9]1)[c:10]1[c:11]([OH:17])[cH:12][cH:13][c:14]([Br:16])[cH:15]1.[CH3:25][C:26](=[O:27])[CH3:28].[Cl:29][CH2:30][Cl:31].[I:1][CH3:2].[K+:18].[K+:19].[O-:20][C:21]([O-:22])=[O:23].[OH2:24]>>[CH2:3]([c:4]1[cH:5][cH:6][cH:7][cH:8][cH:9]1)[c:10]1[c:11]([O:17][CH3:21])[cH:12][cH:13][c:14]([Br:16])[cH:15]1. The reactants are C(OCC=CC1=CC=CC=C1)([O-])=O (cinnamyl carbonate), ClC1=CC=C(N)C=C1 (p-chloroaniline). Reaction conditions: time 16 hour. Yields the product C(#C)C(NC1=CC=C(C=C1)Cl)C1=CC=CC=C1 (α-Ethynyl-N-(p-chlorophenyl)-benzenemethanamine). Yield: 95.1%. As a reaction SMILES: C(=O)([O-])O[CH2:3][CH:4]=[CH:5][C:6]1[CH:11]=[CH:10][CH:9]=[CH:8][CH:7]=1.[Cl:14][C:15]1[CH:21]=[CH:20][C:18]([NH2:19])=[CH:17][CH:16]=1>>[C:4]([CH:5]([C:6]1[CH:11]=[CH:10][CH:9]=[CH:8][CH:7]=1)[NH:19][C:18]1[CH:20]=[CH:21][C:15]([Cl:14])=[CH:16][CH:17]=1)#[CH:3]. Reported procedure: The general procedure was followed with cinnamyl carbonate (0.188 g, 0.979 mmol) and p-chloroaniline (0.150 g, 11.18 mmol). The reaction was conducted at room temperature for 16 h. 1H NMR analysis of the crude reaction mixture indicated the ratio of regioisomers to be 98/2. The mixture was purified by flash column chromatography on silica gel (2% ethyl acetate in hexanes) to give the title compound (0.225 g, 95%). HPLC analysis indicated the enantiomeric excess of the product was 96% [Diacel CHI... Starting materials: BrC1=CC=C(C=C1)C1=C(C(=NO1)C)NC(CCC1=CC=CC=C1)C1=CC=CC=C1 ([5-(4-bromo-phenyl)-3-methyl-isoxazol-4-yl]-(1,3-diphenyl-propyl)-amine), C(C)OC(=O)C1(CC1)C1=CC=C(C=C1)B1OC(C(O1)(C)C)(C)C (1-[4-(4,4,5,5-tetramethyl-[1,3,2]dioxaborolan-2-yl)-phenyl]-cyclopropanecarboxylic acid ethyl ester). The product is C(C)OC(=O)C1(CC1)C1=CC=C(C=C1)C1=CC=C(C=C1)C1=C(C(=NO1)C)NC(CCC1=CC=CC=C1)C1=CC=CC=C1 (1-{4′-[4-(1,3-Diphenyl-propylamino)-3-methyl-isoxazol-5-yl]-biphenyl-4-yl}-cyclopropanecarboxylic acid ethyl ester). As a reaction SMILES: Br[C:2]1[CH:7]=[CH:6][C:5]([C:8]2[O:12][N:11]=[C:10]([CH3:13])[C:9]=2[NH:14][CH:15]([C:24]2[CH:29]=[CH:28][CH:27]=[CH:26][CH:25]=2)[CH2:16][CH2:17][C:18]2[CH:23]=[CH:22][CH:21]=[CH:20][CH:19]=2)=[CH:4][CH:3]=1.[CH2:30]([O:32][C:33]([C:35]1([C:38]2[CH:43]=[CH:42][C:41](B3OC(C)(C)C(C)(C)O3)=[CH:40][CH:39]=2)[CH2:37][CH2:36]1)=[O:34])[CH3:31]>>[CH2:30]([O:32][C:33]([C:35]1([C:38]2[CH:43]=[CH:42][C:41]([C:2]3[CH:7]=[CH:6][C:5]([C:8]4[O:12][N:11]=[C:10]([CH3:13])[C:9]=4[NH:14][CH:15]([C:24]4[CH:25]=[CH:26][CH:27]=[CH:28][CH:29]=4)[CH2:16][CH2:17][C:18]4[CH:19]=[CH:20][CH:21]=[CH:22][CH:23]=4)=[CH:4][CH:3]=3)=[CH:40][CH:39]=2)[CH2:36][CH2:37]1)=[O:34])[CH3:31]. Reported procedure: Prepared according to the procedure described in Example 1, Step 7, using [5-(4-bromo-phenyl)-3-methyl-isoxazol-4-yl]-(1,3-diphenyl-propyl)-amine and 1-[4-(4,4,5,5-tetramethyl-[1,3,2]dioxaborolan-2-yl)-phenyl]-cyclopropanecarboxylic acid ethyl ester.